Dataset: the Open Reaction Database (ORD), a public repository of structured organic reaction records. Task: describe an organic reaction: reactants, conditions, products, and yield The reactants are O (water), C(=O)=O.C(C)(C)O (dry ice isopropanol), C(C=C)C=1SC2=C(C1C(=O)C1=CC=C(C=C1)OC)C=CC=C2 ((2-allyl-benzothiophen-3-yl)-(4-methoxy-phenyl)-methanone), solution, B(Br)(Br)Br (boron tribromide). The solvent is C(Cl)Cl (methylene chloride), C(Cl)Cl (methylene chloride), C(Cl)Cl (methylene chloride). The product is C1(=CC=CC=2SC3=C(C21)C=CC=C3)C3=CC=C(C=C3)O (4-(Dibenzothiophen-1-yl)-phenol). Isolated yield 57.4%. Reaction SMILES: C(=O)=O.C(O)(C)C.[CH2:8]([C:11]1[S:12][C:13]2[CH:29]=[CH:28][CH:27]=[CH:26][C:14]=2[C:15]=1[C:16]([C:18]1[CH:23]=[CH:22][C:21]([O:24]C)=[CH:20][CH:19]=1)=O)[CH:9]=[CH2:10].B(Br)(Br)Br.O>C(Cl)Cl>[C:16]1([C:18]2[CH:19]=[CH:20][C:21]([OH:24])=[CH:22][CH:23]=2)[C:15]2[C:14]3[CH:26]=[CH:27][CH:28]=[CH:29][C:13]=3[S:12][C:11]=2[CH:8]=[CH:9][CH:10]=1 |f:0.1|. Reported procedure: To a mechanically stirred, cold (-74° C. dry ice-isopropanol bath) solution of (2-allyl-benzothiophen-3-yl)-(4-methoxy-phenyl)-methanone (11.27 g, 36.5 mmol) in anhydrous methylene chloride (112 mL) was added a 1 M solution of boron tribromide in methylene chloride (146 mL, 146 mmol, 4 eq) dropwise over a period of 1.25 hours under a dry nitrogen atmosphere. The reaction mixture was stirred in the warming bath overnight and at ambient temperature for 6 days. The reaction mixture was diluted with... As a reaction SMILES: [Cl:34][c:35]1[c:36]([S:41](=[O:42])(=[O:43])[NH2:44])[cH:37][cH:38][cH:39][cH:40]1.[O:1]1[CH2:2][CH2:3][N:4]([C:7](=[O:8])[NH:9][CH2:10][CH2:11][c:12]2[cH:13][c:14]3[c:15]([CH2:22][c:23]4[c:24]([O:32][CH3:33])[cH:25][c:26]([C:27](=[O:28])[OH:29])[cH:30][cH:31]4)[cH:16][n:17]([CH3:21])[c:18]3[cH:19][cH:20]2)[CH2:5][CH2:6]1>>[O:1]1[CH2:2][CH2:3][N:4]([C:7](=[O:8])[NH:9][CH2:10][CH2:11][c:12]2[cH:13][c:14]3[c:15]([CH2:22][c:23]4[c:24]([O:32][CH3:33])[cH:25][c:26]([C:27](=[O:29])[NH:44][S:41]([c:36]5[c:35]([Cl:34])[cH:40][cH:39][cH:38][cH:37]5)(=[O:42])=[O:43])[cH:30][cH:31]4)[cH:16][n:17]([CH3:21])[c:18]3[cH:19][cH:20]2)[CH2:5][CH2:6]1. The reactants are NS(=O)(=O)c1ccccc1Cl, COc1cc(C(=O)O)ccc1Cc1cn(C)c2ccc(CCNC(=O)N3CCOCC3)cc12. Yields the product COc1cc(C(=O)NS(=O)(=O)c2ccccc2Cl)ccc1Cc1cn(C)c2ccc(CCNC(=O)N3CCOCC3)cc12. Reactants: O.C1(=CC=CC=C1)C(=O)C=O (phenylglyoxal hydrate), S([O-])(O)=O.[Na+] (sodium bisulfite), NC(C(=O)N)C(=O)N (aminomalonamide). Solvent: O (water), O (water). Conditions: temperature 100 celsius. Product: OC=1C(=NC=C(N1)C1=CC=CC=C1)C(=O)N (3-hydroxy-5-phenylpyrazine-2-carboxamide). RXN SMILES: O.[C:2]1([C:8]([CH:10]=O)=O)[CH:7]=[CH:6][CH:5]=[CH:4][CH:3]=1.S(=O)(O)[O-].[Na+].[NH2:17][CH:18]([C:22]([NH2:24])=[O:23])[C:19]([NH2:21])=[O:20]>O>[OH:20][C:19]1[C:18]([C:22]([NH2:24])=[O:23])=[N:17][CH:10]=[C:8]([C:2]2[CH:3]=[CH:4][CH:5]=[CH:6][CH:7]=2)[N:21]=1 |f:0.1,2.3|. Reported procedure: A solution of 5.4 g. of phenylglyoxal hydrate in 25 ml. water is treated with 50 ml. of aqueous sodium bisulfite (density 1.34) at 25° C. for 45 min. A solution of 3.9 g. of aminomalonamide in 39 ml. of water is added and the reaction mixture is heated at 100° C. for 2.5 hr. The resultant yellow precipitate which forms is isolated by filtration, washed with water, dried and recrystallized from ethanol to afford 3-hydroxy-5-phenylpyrazine-2-carboxamide. This product is hydrolyzed with saturated e... The reactants are BrC1=CC(=C(C=C1)N1C2=C(OCC1)C=C(C=C2)S(=O)(=O)N(C=2SC=CN2)CC2=CC=C(C=C2)OC)C#N (4-(4-bromo-2-cyanophenyl)-N-(4-methoxybenzyl)-N-(thiazol-2-yl)-3,4-dihydro-2H-benzo[b][1,4]oxazine-7-sulfonamide), FC1=C(C=CC=C1)B(O)O ((2-fluorophenyl)boronic acid), P(=O)([O-])([O-])[O-].[K+].[K+].[K+] (potassium phosphate), O (water). Reagents/catalysts: C1=CC=C(C=C1)P([C-]2C=CC=C2)C3=CC=CC=C3.C1=CC=C(C=C1)P([C-]2C=CC=C2)C3=CC=CC=C3.Cl[Pd]Cl.[Fe+2].C(Cl)Cl (PdCl2(dppf) CH2Cl2). Solvent: O1CCOCC1 (dioxane), C(Cl)Cl (DCM). Conditions: time 3 hour. Product: C(#N)C=1C=C(C=CC1N1C2=C(OCC1)C=C(C=C2)S(=O)(=O)NC=2SC=CN2)C2=C(C=CC=C2)F (4-(3-cyano-2′-fluoro-[1,1′-biphenyl]-4-yl)-N-(thiazol-2-yl)-3,4-dihydro-2H-benzo[b][1,4]oxazine-7-sulfonamide). The yield is 79.8%. RXN SMILES: Br[C:2]1[CH:7]=[CH:6][C:5]([N:8]2[CH2:13][CH2:12][O:11][C:10]3[CH:14]=[C:15]([S:18]([N:21](CC4C=CC(OC)=CC=4)[C:22]4[S:23][CH:24]=[CH:25][N:26]=4)(=[O:20])=[O:19])[CH:16]=[CH:17][C:9]2=3)=[C:4]([C:36]#[N:37])[CH:3]=1.[F:38][C:39]1[CH:44]=[CH:43][CH:42]=[CH:41][C:40]=1B(O)O.P([O-])([O-])([O-])=O.[K+].[K+].[K+].O>O1CCOCC1.C(Cl)Cl.C1C=CC(P(C2C=CC=CC=2)[C-]2C=CC=C2)=CC=1.C1C=CC(P(C2C=CC=CC=2)[C-]2C=CC=C2)=CC=1.Cl[Pd]Cl.[Fe+2].C(Cl)Cl>[C:36]([C:4]1[CH:3]=[C:2]([C:40]2[CH:41]=[CH:42][CH:43]=[CH:44][C:39]=2[F:38])[CH:7]=[CH:6][C:5]=1[N:8]1[CH2:13][CH2:12][O:11][C:10]2[CH:14]=[C:15]([S:18]([NH:21][C:22]3[S:23][CH:24]=[CH:25][N:26]=3)(=[O:19])=[O:20])[CH:16]=[CH:17][C:9]1=2)#[N:37] |f:2.3.4.5,9.10.11.12.13|. Procedure: A solution of PdCl2(dppf)-CH2Cl2 adduct (0.017 g, 0.021 mmol), 4-(4-bromo-2-cyanophenyl)-N-(4-methoxybenzyl)-N-(thiazol-2-yl)-3,4-dihydro-2H-benzo[b][1,4]oxazine-7-sulfonamide (0.124 g, 0.208 mmol), (2-fluorophenyl)boronic acid (0.032 g, 0.228 mmol, Aldrich) and potassium phosphate (0.220 g, 1.038 mmol) in dioxane (0.553 ml)/water (0.277 ml) was heated to 90° C. for 1 h until completion. The reaction was cooled to RT and then diluted with DCM and washed with water. The organics were dried via ph...